describe an organic reaction: reactants, conditions, products, and yield From a dataset of the Open Reaction Database (ORD), a public repository of structured organic reaction records. Run in C(C)O (ethanol). Conditions: temperature 90 celsius, time 2 hour. Product: O1C(=CC=C1)C=1N=C(SC1C(=O)C1=CNC=C1)NC(=O)C1=CC=NC=C1 (N-[4-(2-Furyl)-5-(pyrrol-3-ylcarbonyl)thiazol-2-yl]pyridine-4-carboxamide). RXN SMILES: [O:1]1[CH:5]=[CH:4][CH:3]=[C:2]1[C:6]1[N:7]=[C:8]([NH:28][C:29]([C:31]2[CH:36]=[CH:35][N:34]=[CH:33][CH:32]=2)=[O:30])[S:9][C:10]=1[C:11]([C:13]1[CH:17]=[CH:16][N:15]([Si](C(C)C)(C(C)C)C(C)C)[CH:14]=1)=[O:12].Cl.C(=O)([O-])O.[Na+]>C(O)C>[O:1]1[CH:5]=[CH:4][CH:3]=[C:2]1[C:6]1[N:7]=[C:8]([NH:28][C:29]([C:31]2[CH:32]=[CH:33][N:34]=[CH:35][CH:36]=2)=[O:30])[S:9][C:10]=1[C:11]([C:13]1[CH:17]=[CH:16][NH:15][CH:14]=1)=[O:12] |f:2.3|. Isolated yield 82.0%. Procedure: Compound 352 (155 mg, 0.298 mmol) and 0.1 mol/L hydrochloric acid (2.5 mL) were dissolved in ethanol (2.5 mL), followed by stirring at 90° C. for 2 hours. The reaction mixture was neutralized with a saturated aqueous solution of sodium hydrogencarbonate, followed by extraction with ethyl acetate. The organic layer was washed with a saturated aqueous solution of sodium chloride and dried over anhydrous magnesium sulfate, and then the solvent was distilled away under reduced pressure. The resultin... The reactants are O1C(=CC=C1)C=1N=C(SC1C(=O)C1=CN(C=C1)[Si](C(C)C)(C(C)C)C(C)C)NC(=O)C1=CC=NC=C1 (N-{4-(2-Furyl)-5-[1-(triisopropylsilyl)pyrrol-3-ylcarbonyl]thiazol-2-yl}pyridine-4-carboxamide), Cl (hydrochloric acid), C(O)([O-])=O.[Na+] (sodium hydrogencarbonate). Starting materials: Cl (HCl), O (H2O), OCC=1C=CC(=C(C=O)C1)C (5-(hydroxymethyl)-2-methylbenzaldehyde), OOS(=O)[O-].[K+] (Oxone), CO (MeOH), CO (MeOH). Solvent: CCOC(=O)C (EtOAc). Run at time 3.75 hour. Product: OCC=1C=CC(=C(C(=O)OC)C1)C (methyl 5-(hydroxymethyl)-2-methylbenzoate). As a reaction SMILES: [OH:1][CH2:2][C:3]1[CH:4]=[CH:5][C:6]([CH3:11])=[C:7]([CH:10]=1)[CH:8]=[O:9].OOS([O-])=O.[K+].Cl.[OH2:19].[CH3:20]O>CCOC(C)=O>[OH:1][CH2:2][C:3]1[CH:4]=[CH:5][C:6]([CH3:11])=[C:7]([CH:10]=1)[C:8]([O:19][CH3:20])=[O:9] |f:1.2|. Procedure details: To a stirring solution of 800 mg of 5-(hydroxymethyl)-2-methylbenzaldehyde in 20 mL of MeOH was added 3.4 g (5.5 mmol) of Oxone. The mixture was stirred at r.t. for 3.75 h and 2 mL of MeOH was added. After 2.5 h, 15 mL of 1N HCl, 45 mL of H2O, and EtOAc were added, and the layers separated. The aqueous layer was extracted, the combined extracts were washed with brine, dried over Na2SO4, filtered, and concentrated. Purification by flash silica gel chromatography (30% EtOAc/hexanes) provided 377 m...